Dataset: the Open Reaction Database (ORD), a public repository of structured organic reaction records. Task: describe an organic reaction: reactants, conditions, products, and yield Reactants: Br, N#CCC(Br)CBr, O=C([O-])[O-], C=CCC#N, CCOC(C)=O, [K+], [K+], Oc1ccccc1O. The product is N#CCC1COc2ccccc2O1. RXN SMILES: [Br:1].[Br:7][CH:8]([CH2:9][Br:10])[CH2:11][C:12]#[N:13].[C:22](=[O:23])([O-:24])[O-:25].[CH2:2]([CH:3]=[CH2:4])[C:5]#[N:6].[CH3:28][CH2:29][O:30][C:31](=[O:32])[CH3:33].[K+:26].[K+:27].[OH:14][c:15]1[cH:16][cH:17][cH:18][cH:19][c:20]1[OH:21]>>[CH2:2]([CH:3]1[CH2:4][O:21][c:20]2[c:15]([cH:16][cH:17][cH:18][cH:19]2)[O:14]1)[C:5]#[N:6].